Dataset: the Open Reaction Database (ORD), a public repository of structured organic reaction records. Task: describe an organic reaction: reactants, conditions, products, and yield The product is CS(=O)(=O)C1=NC=CC(=C1)[C@H](C)NS(=O)C(C)(C)C (2-methyl-propane-2-sulfinic acid [(S)-1-(2-methanesulfonyl-pyridin-4-yl)-ethyl]-amide). Procedure: To a solution of 2-methyl-propane-2-sulfinic acid [(S)-1-(2-bromo-pyridin-4-yl)-ethyl]-amide (3.10 g, 10.2 mmol) (containing 5 wt % of the other diastereomer) in DMSO (120 mL) was added sodium methanesulfinate (3.7 g, 31 mmol) and copper (I) iodide (5.8 g, 31 mmol) The mixture was warmed at 130° C. for 45 minutes. The reaction was diluted with saturated aqueous NH4Cl (90 mL), saturated aqueous NaHCO3 (10 mL), and EtOAc (150 mL), and sonicated for 10 minutes to dissolve all the solids. The aqueou... The reagents and catalysts are [Cu]I (copper (I) iodide). Run in [NH4+].[Cl-] (NH4Cl), C(=O)(O)[O-].[Na+] (NaHCO3), CCOC(=O)C (EtOAc), CS(=O)C (DMSO). Reaction conditions: temperature 130 celsius. As a reaction SMILES: Br[C:2]1[CH:7]=[C:6]([C@@H:8]([NH:10][S:11]([C:13]([CH3:16])([CH3:15])[CH3:14])=[O:12])[CH3:9])[CH:5]=[CH:4][N:3]=1.[CH3:17][S:18]([O-:20])=[O:19].[Na+]>CS(C)=O.[NH4+].[Cl-].C([O-])(O)=O.[Na+].CCOC(C)=O.[Cu]I>[CH3:17][S:18]([C:2]1[CH:7]=[C:6]([C@@H:8]([NH:10][S:11]([C:13]([CH3:16])([CH3:15])[CH3:14])=[O:12])[CH3:9])[CH:5]=[CH:4][N:3]=1)(=[O:20])=[O:19] |f:1.2,4.5,6.7|. Starting materials: CS(=O)[O-].[Na+] (sodium methanesulfinate), BrC1=NC=CC(=C1)[C@H](C)NS(=O)C(C)(C)C (2-methyl-propane-2-sulfinic acid [(S)-1-(2-bromo-pyridin-4-yl)-ethyl]-amide). The reactants are N1(CCNCC1)C1=CC=C(C=C1)O (4-piperazin-1-yl-phenol), BrCC1=CC=CC=C1 (bromomethyl-benzene), C(=O)(O)[O-].[Na+] (NaHCO3), O (water). Run in CN(C)C=O (DMF). Run at time 16 hour. The product is C(C1=CC=CC=C1)N1CCN(CC1)C1=CC=C(C=C1)O (4-(4-Benzyl-piperazin-1-yl)-phenol). As a reaction SMILES: [N:1]1([C:7]2[CH:12]=[CH:11][C:10]([OH:13])=[CH:9][CH:8]=2)[CH2:6][CH2:5][NH:4][CH2:3][CH2:2]1.Br[CH2:15][C:16]1[CH:21]=[CH:20][CH:19]=[CH:18][CH:17]=1.O.C([O-])(O)=O.[Na+]>CN(C=O)C>[CH2:15]([N:4]1[CH2:3][CH2:2][N:1]([C:7]2[CH:8]=[CH:9][C:10]([OH:13])=[CH:11][CH:12]=2)[CH2:6][CH2:5]1)[C:16]1[CH:21]=[CH:20][CH:19]=[CH:18][CH:17]=1 |f:3.4|. Reported procedure: To a solution of 4-piperazin-1-yl-phenol (1.78 g, 10 mmol) in DMF (20 mL) was added bromomethyl-benzene (1.71 g, 10 mmol) dropwise and then the reaction was stirred at room temperature for 16 h. The mixture was poured into water and pH was adjusted to 7 with sat. aqueous NaHCO3, and then extracted with ethyl acetate (100 ml×2). The combined organic layers were washed with water and dried over anhy. Na2SO4. After removing the solvent under vacuum, the title compound was obtained (1.1 g, 41%) and ... Starting materials: CC(=O)OC(C)=O, Nc1ccc(N2N=C3c4cc(Cl)ccc4CCC3CC2=O)cc1. Yields the product CC(=O)Nc1ccc(N2N=C3c4cc(Cl)ccc4CCC3CC2=O)cc1. RXN SMILES: [CH3:24][C:25](=[O:26])[O:27][C:28](=[O:29])[CH3:30].[NH2:1][c:2]1[cH:3][cH:4][c:5]([N:8]2[N:9]=[C:10]3[c:11]4[c:12]([cH:19][cH:20][c:21]([Cl:23])[cH:22]4)[CH2:13][CH2:14][CH:15]3[CH2:16][C:17]2=[O:18])[cH:6][cH:7]1>>[NH:1]([c:2]1[cH:3][cH:4][c:5]([N:8]2[N:9]=[C:10]3[c:11]4[c:12]([cH:19][cH:20][c:21]([Cl:23])[cH:22]4)[CH2:13][CH2:14][CH:15]3[CH2:16][C:17]2=[O:18])[cH:6][cH:7]1)[C:25]([CH3:24])=[O:26].